This data is from the Open Reaction Database (ORD), a public repository of structured organic reaction records. The task is: describe an organic reaction: reactants, conditions, products, and yield Starting materials: C(C)(C)(C)OC(=O)N1CCN(CC1)C(=O)C1(CCOCC1)C1=CC=C(C=C1)OCCCN1CCOCCC1 (4-{4-[4-(3-[1,4]Oxazepan-4-yl-propoxy)-phenyl]-tetrahydro-pyran-4-carbonyl}-piperazine-1-carboxylic acid tert-butyl ester). Run in Cl (hydrogen chloride), O1CCOCC1 (dioxane). Run at time 2 hour. The product is N (NH3), N1(CCNCC1)C(=O)C1(CCOCC1)C1=CC=C(OCCCN2CCOCCC2)C=C1 (4-(3-{4-[4-(piperazin-1-ylcarbonyl)tetrahydro-2H-pyran-4-yl]phenoxy}propyl)-1,4-oxazepane). Yield: 77.2%. RXN SMILES: C(OC([N:8]1[CH2:13][CH2:12][N:11]([C:14]([C:16]2([C:22]3[CH:27]=[CH:26][C:25]([O:28][CH2:29][CH2:30][CH2:31][N:32]4[CH2:38][CH2:37][CH2:36][O:35][CH2:34][CH2:33]4)=[CH:24][CH:23]=3)[CH2:21][CH2:20][O:19][CH2:18][CH2:17]2)=[O:15])[CH2:10][CH2:9]1)=O)(C)(C)C>Cl.O1CCOCC1>[NH3:8].[N:11]1([C:14]([C:16]2([C:22]3[CH:23]=[CH:24][C:25]([O:28][CH2:29][CH2:30][CH2:31][N:32]4[CH2:38][CH2:37][CH2:36][O:35][CH2:34][CH2:33]4)=[CH:26][CH:27]=3)[CH2:17][CH2:18][O:19][CH2:20][CH2:21]2)=[O:15])[CH2:10][CH2:9][NH:8][CH2:13][CH2:12]1. Procedure details: 4-{4-[4-(3-[1,4]Oxazepan-4-yl-propoxy)-phenyl]-tetrahydro-pyran-4-carbonyl}-piperazine-1-carboxylic acid tert-butyl ester (260 mg, 0.48 mmol) was dissolved in a solution of hydrogen chloride in dioxane (4M, 5 ml) and was stirred at room temperature for 2 hours. The solvent was removed in vacuo and the residue dissolved in DCM (10 ml) and washed with saturated sodium bicarbonate solution (15 ml). The organic layer was dried over Na2SO4 and concentrated in vacuo before purifying the residue using ... The reactants are [Si](C)(C)(C(C)(C)C)OC1C=C(CC(C1)C)C1=C(C=NC=C1)N (4-(3-(tert-butyldimethylsilyloxy)-5-methylcyclohex-1-enyl)pyridin-3-amine), BrC1=C(C=CC(=N1)C(=O)O)F (6-bromo-5-fluoropicolinic acid). The solvent is CCOC(=O)C (EtOAc). Product: BrC1=C(C=CC(=N1)C(=O)NC=1C=NC=CC1C1=CC(CC(C1)C)O[Si](C)(C)C(C)(C)C)F (6-bromo-N-(4-(3-(tert-butyldimethylsilyloxy)-5-methylcyclohex-1-enyl)pyridin-3-yl)-5-fluoropicolinamide). RXN SMILES: [Si:1]([O:8][CH:9]1[CH2:14][CH:13]([CH3:15])[CH2:12][C:11]([C:16]2[CH:21]=[CH:20][N:19]=[CH:18][C:17]=2[NH2:22])=[CH:10]1)([C:4]([CH3:7])([CH3:6])[CH3:5])([CH3:3])[CH3:2].[Br:23][C:24]1[N:29]=[C:28]([C:30](O)=[O:31])[CH:27]=[CH:26][C:25]=1[F:33]>CCOC(C)=O>[Br:23][C:24]1[N:29]=[C:28]([C:30]([NH:22][C:17]2[CH:18]=[N:19][CH:20]=[CH:21][C:16]=2[C:11]2[CH2:12][CH:13]([CH3:15])[CH2:14][CH:9]([O:8][Si:1]([C:4]([CH3:7])([CH3:5])[CH3:6])([CH3:3])[CH3:2])[CH:10]=2)=[O:31])[CH:27]=[CH:26][C:25]=1[F:33]. Procedure details: Following Method 9, 4-(3-(tert-butyldimethylsilyloxy)-5-methylcyclohex-1-enyl)pyridin-3-amine and 6-bromo-5-fluoropicolinic acid were coupled and following addition of EtOAc and washing with H2O, NaCl(sat.) and drying over MgSO4, 6-bromo-N-(4-(3-(tert-butyldimethylsilyloxy)-5-methylcyclohex-1-enyl)pyridin-3-yl)-5-fluoropicolinamide was obtained. LCMS (m/z): 455.3 (MH+); LC Rt=2.09 min. Starting materials: ClC=1C=C(C=NC1SC)C(NO)=N (5-Chloro-6-methylthio-N-hydroxy-3-pyridinecarboximidamide), CC(C(=O)Cl)(C)C (trimethylacetyl chloride). The solvent is C1(=CC=CC=C1)C (toluene). Reaction conditions: time 1 hour. The product is C(C)(C)(C)C1=NC(=NO1)C=1C=NC(=C(C1)Cl)SC (5-(t-Butyl)-3-(5-chloro-6-methylthio-3-pyridinyl)-1,2,4-oxadiazole). The yield is 59.0%. As a reaction SMILES: [Cl:1][C:2]1[CH:3]=[C:4]([C:10](=[NH:13])[NH:11][OH:12])[CH:5]=[N:6][C:7]=1[S:8][CH3:9].[CH3:14][C:15]([CH3:20])([CH3:19])[C:16](Cl)=O>C1(C)C=CC=CC=1>[C:15]([C:20]1[O:12][N:11]=[C:10]([C:4]2[CH:5]=[N:6][C:7]([S:8][CH3:9])=[C:2]([Cl:1])[CH:3]=2)[N:13]=1)([CH3:19])([CH3:16])[CH3:14]. Procedure: 5-Chloro-6-methylthio-N-hydroxy-3-pyridinecarboximidamide (1.0 g, 4.6 mmol) was slurried in toluene (20 mL) and trimethylacetyl chloride (0.61 g, 5.1 mmol) added. The mixture was stirred at room temperature for one hour and then heated under reflux conditions for four hours. This was then cooled and filtered through Celite, washing with additional toluene (20 mL). Evaporation of the solvent under reduced pressure and purification of the residue by chromatography over silica (0-10% ethyl acetate:... Starting materials: O[Li].O (LiOH.H2O), C(C)OC(C)=NOC1=CC=C(C=C1)C(=O)OCC1=CC=CC=C1 (Ethyl-N-(4-benzyloxycarbonylphenoxy)acetimidate), mixture, C1CCOC1.CO.O (THF MeOH H2O). The solvent is O (H2O). Product: C(C)OC(C)=NOC1=CC=C(C=C1)C(=O)O (Ethyl-N-(4-carboxyphenoxy)acetimidate). The yield is 94.2%. Reaction SMILES: O[Li].O.[CH2:4]([O:6][C:7](=[N:9][O:10][C:11]1[CH:16]=[CH:15][C:14]([C:17]([O:19]CC2C=CC=CC=2)=[O:18])=[CH:13][CH:12]=1)[CH3:8])[CH3:5].C1COCC1.CO.O>O>[CH2:4]([O:6][C:7](=[N:9][O:10][C:11]1[CH:16]=[CH:15][C:14]([C:17]([OH:19])=[O:18])=[CH:13][CH:12]=1)[CH3:8])[CH3:5] |f:0.1,3.4.5|. Procedure: LiOH.H2O (550 mg, 13.1 mmol) was added to a solution of ethyl-N-(4-benzyloxycarbonylphenoxy)acetimidate 19 (1.04 g, 3.32 mmol) in a 9/3/3 mL mixture of THF/MeOH/H2O and the reaction was stirred at room temperature. After 24 h the reaction was diluted with H2O (100 mL), washed with CH2Cl2 (4×30 mL), acidified to pH˜5.0-5.5 with 0.5 N HCl, and extracted with EtOAc (3×30 mL). The combined organics were washed with H2O (30 mL) and brine (30 mL), dried over Na2SO4, filtered, and concentrated to affor... Starting materials: CNc1c(N)cccc1N, CCO, Cc1cc(C)c(N=C=S)c(C)c1, [Na+], [Na+], O=C([O-])[O-]. The product is CNc1c(N)cccc1NC(=S)Nc1c(C)cc(C)cc1C. RXN SMILES: [CH3:1][NH:2][c:3]1[c:4]([NH2:10])[cH:5][cH:6][cH:7][c:8]1[NH2:9].[CH3:29][CH2:30][OH:31].[N:17](=[C:18]=[S:19])[c:20]1[c:21]([CH3:28])[cH:22][c:23]([CH3:27])[cH:24][c:25]1[CH3:26].[Na+:11].[Na+:12].[O-:13][C:14](=[O:15])[O-:16]>>[CH3:1][NH:2][c:3]1[c:4]([NH2:10])[cH:5][cH:6][cH:7][c:8]1[NH:9][C:18]([NH:17][c:20]1[c:21]([CH3:28])[cH:22][c:23]([CH3:27])[cH:24][c:25]1[CH3:26])=[S:19]. Starting materials: C1(=CC=CC=C1)C (toluene), [N+](=O)([O-])C1=C(C=CC=C1)S(=O)(=O)N (2-nitrophenylsulfonamide), NCP(OC(C)C)(OC(C)C)=O (diisopropyl aminomethylphosphonate). Yields the product C(C)(=O)OC.CCCCCC (methyl acetate hexane), 2-(di-i-propoxyphosphonylmethylamino)-phenylsulfonamide. As a reaction SMILES: [N+]([C:4]1[CH:9]=[CH:8][CH:7]=[CH:6][C:5]=1S(N)(=O)=O)([O-])=[O:2].NCP(=O)(OC(C)C)[O:17][CH:18](C)C.[C:26]1([CH3:32])C=CC=CC=1>>[C:26]([O:17][CH3:18])(=[O:2])[CH3:32].[CH3:8][CH2:9][CH2:4][CH2:5][CH2:6][CH3:7] |f:3.4|. Procedure: 10 g (0.58 mole) of 2-nitrophenylsulfonamide are suspended in 20 ml of toluene and heated to reflux temperature. 17.0 g (0.087 mole) of diisopropyl aminomethylphosphonate are added dropwise to the hot solution. The reaction mixture is then boiled under reflux for 10 hours, cooled and evaporated. Chromatographing the residue over silica gel with a 4:1 methyl acetate/hexane mixture gives 1.6 g of 2-(di-i-propoxyphosphonylmethylamino)-phenylsulfonamide in the form of a yellow oil. Starting materials: [Si](C1=CC=CC=C1)(C1=CC=CC=C1)(C(C)(C)C)OCC1=C(C(=CC=C1C)\C(=C/COS(=O)(=O)C)\C)C (1-tert-butyldiphenylsilyloxymethyl-2,6-dimethyl-3-((Z)-3-methanesulfonyloxy-1-methyl-1-propenyl)benzene), C1(C=2C(C(N1)=O)=CC=CC2)=O.[K] (potassium phthalimide), O (water). The solvent is CN(C=O)C (N,N-dimethylformamide). Run at time 8 hour. Product: [Si](C1=CC=CC=C1)(C1=CC=CC=C1)(C(C)(C)C)OCC1=C(C(=CC=C1C)\C(=C/CN1C(C=2C(C1=O)=CC=CC2)=O)\C)C (1-tert-butyldiphenylsilyloxymethyl-2,6-dimethyl-3-((Z)-1-methyl-3-phthalimido-1-propenyl)benzene). Yield: 68.3%. RXN SMILES: [Si:1]([O:18][CH2:19][C:20]1[C:25]([CH3:26])=[CH:24][CH:23]=[C:22](/[C:27](/[CH3:35])=[CH:28]\[CH2:29]OS(C)(=O)=O)[C:21]=1[CH3:36])([C:14]([CH3:17])([CH3:16])[CH3:15])([C:8]1[CH:13]=[CH:12][CH:11]=[CH:10][CH:9]=1)[C:2]1[CH:7]=[CH:6][CH:5]=[CH:4][CH:3]=1.[C:37]1(=[O:47])[NH:41][C:40](=[O:42])[C:39]2=[CH:43][CH:44]=[CH:45][CH:46]=[C:38]12.[K].O>CN(C)C=O>[Si:1]([O:18][CH2:19][C:20]1[C:25]([CH3:26])=[CH:24][CH:23]=[C:22](/[C:27](/[CH3:35])=[CH:28]\[CH2:29][N:41]2[C:37](=[O:47])[C:38]3=[CH:46][CH:45]=[CH:44][CH:43]=[C:39]3[C:40]2=[O:42])[C:21]=1[CH3:36])([C:14]([CH3:15])([CH3:16])[CH3:17])([C:2]1[CH:7]=[CH:6][CH:5]=[CH:4][CH:3]=1)[C:8]1[CH:13]=[CH:12][CH:11]=[CH:10][CH:9]=1 |f:1.2,^1:47|. Procedure: To a solution of 1-tert-butyldiphenylsilyloxymethyl-2,6-dimethyl-3-((Z)-3-methanesulfonyloxy-1-methyl-1-propenyl)benzene (132 mg) in N,N-dimethylformamide was added potassium phthalimide (55 mg) at ambient temperature under nitrogen atmosphere, and the mixture was stirred at the same temperature overnight. The mixture was poured into water and extracted with ethyl acetate. The organic layer was washed with water, dried over magnesium sulfate and evaporated in vacuo. The residue was purified by p... Reactants: CC(C)(C)OC(=O)N1CCC(NN2CCN(C(=O)OCc3ccccc3)CC2=O)CC1, CO. Product: CC(C)(C)OC(=O)N1CCC(NN2CCNCC2=O)CC1. Reaction SMILES: [CH2:1]([O:2][C:3](=[O:4])[N:11]1[CH2:12][C:13](=[O:31])[N:14]([NH:17][CH:18]2[CH2:19][CH2:20][N:21]([C:24](=[O:25])[O:26][C:27]([CH3:28])([CH3:29])[CH3:30])[CH2:22][CH2:23]2)[CH2:15][CH2:16]1)[c:5]1[cH:6][cH:7][cH:8][cH:9][cH:10]1.[CH3:32][OH:33]>>[NH:11]1[CH2:12][C:13](=[O:31])[N:14]([NH:17][CH:18]2[CH2:19][CH2:20][N:21]([C:24](=[O:25])[O:26][C:27]([CH3:28])([CH3:29])[CH3:30])[CH2:22][CH2:23]2)[CH2:15][CH2:16]1. Reactants: step-ii, FC=1C=C(CN2N=CC(=C2)C2=CNC3=NC=C(C=C32)C=3C=C(C(=NC3)N3CCN(CC3)C(=O)OC(C)(C)C)OC)C=CC1 (tert-butyl 4-(5-(3-(1-(3-fluorobenzyl)-1H-pyrazol-4-yl)-1H-pyrrolo[2,3-b]pyridin-5-yl)-3-methoxypyridin-2-yl)piperazine-1-carboxylate). Run in O1CCOCC1 (dioxane), CO.Cl (methanol HCl). Product: FC=1C=C(CN2N=CC(=C2)C2=CNC3=NC=C(C=C32)C=3C=NC(=C(C3)OC)N3CCNCC3)C=CC1 (3-(1-(3-fluorobenzyl)-1H-pyrazol-4-yl)-5-(5-methoxy-6-(piperazin-1-yl)pyridin-3-yl)-1H-pyrrolo[2,3-b]pyridine). Yield: 68.9%. RXN SMILES: [F:1][C:2]1[CH:3]=[C:4]([CH:41]=[CH:42][CH:43]=1)[CH2:5][N:6]1[CH:10]=[C:9]([C:11]2[C:19]3[C:14](=[N:15][CH:16]=[C:17]([C:20]4[CH:21]=[C:22]([O:39][CH3:40])[C:23]([N:26]5[CH2:31][CH2:30][N:29](C(OC(C)(C)C)=O)[CH2:28][CH2:27]5)=[N:24][CH:25]=4)[CH:18]=3)[NH:13][CH:12]=2)[CH:8]=[N:7]1>CO.Cl.O1CCOCC1>[F:1][C:2]1[CH:3]=[C:4]([CH:41]=[CH:42][CH:43]=1)[CH2:5][N:6]1[CH:10]=[C:9]([C:11]2[C:19]3[C:14](=[N:15][CH:16]=[C:17]([C:20]4[CH:25]=[N:24][C:23]([N:26]5[CH2:27][CH2:28][NH:29][CH2:30][CH2:31]5)=[C:22]([O:39][CH3:40])[CH:21]=4)[CH:18]=3)[NH:13][CH:12]=2)[CH:8]=[N:7]1 |f:1.2|. Procedure: Using similar reaction conditions as described in step-ii of example-7, tert-butyl 4-(5-(3-(1-(3-fluorobenzyl)-1H-pyrazol-4-yl)-1H-pyrrolo[2,3-b]pyridin-5-yl)-3-methoxypyridin-2-yl)piperazine-1-carboxylate (91 mg, 0.156 mmol) was deprotected in methanol/HCl in dioxane (5/5 ml) to afford 52 mg (56% yield) of the titled compound. 1H NMR (CD3OD, 300 MHz): δ 8.727-8.722 (d, 1H), 8.626-8.622 (d, 1H), 8.29 (s, 1H), 8.19-8.18 (d, 1H), 8.00 (s, 1H), 7.81 (s, 1H), 7.75-7.74 (d, 1H), 7.37-7.35 (q, 1H), 7....